This data is from the Open Reaction Database (ORD), a public repository of structured organic reaction records. The task is: describe an organic reaction: reactants, conditions, products, and yield Product: COc1cc2c(Nc3c(Cl)ccc4ccoc34)ncnc2cc1OCCCN1CCOCC1. Starting materials: ClCCl, C[Si](C)(C)N[Si](C)(C)C, CCOCC, CC(C)O, COc1cc2c(Cl)ncnc2cc1OCCCN1CCOCC1, Cl, Nc1c(Cl)ccc2ccoc12, [Na], CN(C)C=O. As a reaction SMILES: [CH2:51]([Cl:52])[Cl:53].[CH3:2][Si:3]([CH3:4])([CH3:5])[NH:6][Si:7]([CH3:8])([CH3:9])[CH3:10].[CH3:58][CH2:59][O:60][CH2:61][CH3:62].[CH:54]([OH:55])([CH3:56])[CH3:57].[Cl:22][c:23]1[n:24][cH:25][n:26][c:27]2[cH:28][c:29]([O:35][CH2:36][CH2:37][CH2:38][N:39]3[CH2:40][CH2:41][O:42][CH2:43][CH2:44]3)[c:30]([O:33][CH3:34])[cH:31][c:32]12.[ClH:45].[NH2:11][c:12]1[c:13]([Cl:21])[cH:14][cH:15][c:16]2[cH:17][cH:18][o:19][c:20]12.[Na:1].[O:46]=[CH:47][N:48]([CH3:49])[CH3:50]>>[NH:11]([c:12]1[c:13]([Cl:21])[cH:14][cH:15][c:16]2[cH:17][cH:18][o:19][c:20]12)[c:23]1[n:24][cH:25][n:26][c:27]2[cH:28][c:29]([O:35][CH2:36][CH2:37][CH2:38][N:39]3[CH2:40][CH2:41][O:42][CH2:43][CH2:44]3)[c:30]([O:33][CH3:34])[cH:31][c:32]12. Reactants: COC(C=C)=O (Acrylic acid methyl ester), FC(C1=NN=C(S1)N1CCNCC1)(F)F (1-(5-trifluoromethyl-[1,3,4]thiadiazol-2-yl)-piperazine), [OH-].[Li+] (Lithium hydroxide). Solvent: O (water), O (water), C(C)#N (acetonitrile). Yields the product [Li+].FC(C1=NN=C(S1)N1CCN(CC1)CCC(=O)[O-])(F)F (3-[4-(5-trifluoromethyl-[1,3,4]thiadiazol-2-yl)-piperazin-1-yl]-propionic acid lithium salt). The yield is 92.0%. Reaction SMILES: C[O:2][C:3](=[O:6])[CH:4]=[CH2:5].[F:7][C:8]([F:21])([F:20])[C:9]1[S:13][C:12]([N:14]2[CH2:19][CH2:18][NH:17][CH2:16][CH2:15]2)=[N:11][N:10]=1.[OH-].[Li+:23]>O.C(#N)C>[Li+:23].[F:21][C:8]([F:7])([F:20])[C:9]1[S:13][C:12]([N:14]2[CH2:19][CH2:18][N:17]([CH2:5][CH2:4][C:3]([O-:2])=[O:6])[CH2:16][CH2:15]2)=[N:11][N:10]=1 |f:2.3,6.7|. Procedure details: Acrylic acid methyl ester (189 mg; 2.20 mmol) is added to 1-(5-trifluoromethyl-[1,3,4]thiadiazol-2-yl)-piperazine (476 mg; 2.00 mmol) in water (1.6 mL) and the resulting mixture is irradiated in a mono-mode microwave oven for 30 minutes at 120° C. Lithium hydroxide (92 mg; 4.00 mmol) in water (2 mL) is then added and the reaction mixture is again irradiated in a mono-mode microwave oven for 10 minutes at 100° C. The mixture is then diluted with acetonitrile and the precipitate formed is filtered... Reactants: CS(=O)(=O)O[C@H]1C[C@@H](O[C@@H]1COS(=O)(=O)C)N1C(=O)NC(=O)C(C)=C1 (3',5'-Di-O-(methanesulfonyl)thymidine), [OH-].[Na+] (sodium hydroxide), hyddrochloric acid. Yields the product [C@@H]1(C[C@@H]2[C@H](O1)CO2)N2C(=O)NC(=O)C(C)=C2 (1-(3,5-Anhydro-2-deoxy-β-D-threo-pentofuranosyl)thymine). Solvent: O (water). As a reaction SMILES: CS(O[C@@H:6]1[C@@H:10]([CH2:11][O:12]S(C)(=O)=O)[O:9][C@@H:8]([N:17]2[CH:25]=[C:23]([CH3:24])[C:21](=[O:22])[NH:20][C:18]2=[O:19])[CH2:7]1)(=O)=O.[OH-].[Na+]>O>[C@@H:8]1([N:17]2[CH:25]=[C:23]([CH3:24])[C:21](=[O:22])[NH:20][C:18]2=[O:19])[O:9][C@@H:10]2[CH2:11][O:12][C@@H:6]2[CH2:7]1 |f:1.2|. Procedure: 3',5'-Di-O-(methanesulfonyl)thymidine (248 g, 0.62M) was added in portions to a stirred solution of sodium hydroxide (74.7 g, 1.87M) in water (1.6 L). On addition the reaction mixture became a yellow-orange solution. This stirred solution was then heated to reflux for 2 hr. Once the reaction mixture had cooled to room temperature, 6N hyddrochloric acid (100 mL) was added. The reaction mixture was concentrated in vacuo by removing 1.3 L of water. The resulting slurry was cooled in an ice bath for... Starting materials: [N+](=O)([O-])C1=CC=C(C=C1)C1(C(NC2=CC(=CC(=C2C1=O)Cl)Cl)=O)C (3-(4-nitro-phenyl)-5,7-dichloro-3-methyl-1H-quinoline-2,4-dione), CN1CCNCC1 (1-methylpiperazine). Solvent: N1=CC=CC=C1 (pyridine). The product is ClC1=C2C(C(C(NC2=CC(=C1)N1CCN(CC1)C)=O)(C1=CC=C(C=C1)[N+](=O)[O-])C)=O (5-chloro-3-methyl-7-(4-methyl-piperazine-1-yl)-3-(4-nitro-phenyl)-1H-quinoline-2,4-dione). Yield: 45.5%. Reaction SMILES: [N+:1]([C:4]1[CH:9]=[CH:8][C:7]([C:10]2([CH3:24])[C:19](=[O:20])[C:18]3[C:13](=[CH:14][C:15](Cl)=[CH:16][C:17]=3[Cl:21])[NH:12][C:11]2=[O:23])=[CH:6][CH:5]=1)([O-:3])=[O:2].[CH3:25][N:26]1[CH2:31][CH2:30][NH:29][CH2:28][CH2:27]1>N1C=CC=CC=1>[Cl:21][C:17]1[CH:16]=[C:15]([N:29]2[CH2:30][CH2:31][N:26]([CH3:25])[CH2:27][CH2:28]2)[CH:14]=[C:13]2[C:18]=1[C:19](=[O:20])[C:10]([CH3:24])([C:7]1[CH:6]=[CH:5][C:4]([N+:1]([O-:3])=[O:2])=[CH:9][CH:8]=1)[C:11](=[O:23])[NH:12]2. Reported procedure: A mixture of 3-(4-nitro-phenyl)-5,7-dichloro-3-methyl-1H-quinoline-2,4-dione (0.3 g, 0.82 mmol) and 1-methylpiperazine (123 mL, 1.23 mmol) in dry pyridine (5.0 mL) was heated at reflux temperature for 5 hours. After evaporation of the solvent in vacuo, the residue was diluted with water (100 mL), and the resulting suspension was extracted with ethyl acetate (100 mL×3). The organic layer was washed with brine (100 mL×2), dried over anhydrous MgSO4 concentrated under reduced pressure. The pure obj... Reactants: saturated solution, ClC=1C=C(C(=O)OO)C=CC1 (m-chloroperoxybenzoic acid), COC1=CC=C2C=CN=CC2=C1 (7-methoxy-isoquinoline), CO (methanol), Cl (hydrogen chloride). Solvent: C(C)OCC (diethyl ether), C(C)OCC (diethyl ether), ClCCl (dichloromethane). Reaction conditions: time 3 hour. The product is Cl.COC1=CC=C2C=C[N+](=CC2=C1)[O-] (7-Methoxy-isoquinoline-N-oxide hydrochloride). RXN SMILES: [Cl:1]C1C=C(C=CC=1)C(OO)=[O:6].[CH3:12][O:13][C:14]1[CH:23]=[C:22]2[C:17]([CH:18]=[CH:19][N:20]=[CH:21]2)=[CH:16][CH:15]=1.CO.Cl>ClCCl.C(OCC)C>[ClH:1].[CH3:12][O:13][C:14]1[CH:23]=[C:22]2[C:17]([CH:18]=[CH:19][N+:20]([O-:6])=[CH:21]2)=[CH:16][CH:15]=1 |f:6.7|. Reported procedure: At room temperature 58 g of m-chloroperoxybenzoic acid (purity 75%) were added in portions to a stirred solution of 7-methoxy-isoquinoline (35.9 g) in 500 mL of dichloromethane. Stirring was continued for 3 hours and subsequently methanol (400 mL) was added. The bulk was reduced to 300 mL and 325 mL of a saturated solution of hydrogen chloride in diethyl ether were added. Dilution with 600 mL of diethyl ether afforded precipitation of yellow crystals, which were separated by filtration, washed w... The reactants are ice water, BrC=1N=NC(=CC1)Br (3,6-dibromopyridazine), O1C(=NCC1)C1=CC=C(OCCCN2CCNCC2)C=C1 (1-[3-[4-(4,5-dihydro-2-oxazolyl)phenoxy]propyl]piperazine), C([O-])([O-])=O.[Na+].[Na+] (sodium carbonate). Run in CN(C=O)C (N,N-dimethylformamide). Conditions: temperature 65 celsius, time 8 hour. Product: BrC=1N=NC(=CC1)N1CCN(CC1)CCCOC1=CC=C(C=C1)C=1OCCN1 (3-bromo-6-[4-[3-[4(4,5-dihydro-2-oxazolyl)phenoxy]propyl]-1-piperazinyl]pyridazine). The yield is 16.4%. Reaction SMILES: [Br:1][C:2]1[N:3]=[N:4][C:5](Br)=[CH:6][CH:7]=1.[O:9]1[CH2:13][CH2:12][N:11]=[C:10]1[C:14]1[CH:29]=[CH:28][C:17]([O:18][CH2:19][CH2:20][CH2:21][N:22]2[CH2:27][CH2:26][NH:25][CH2:24][CH2:23]2)=[CH:16][CH:15]=1.C(=O)([O-])[O-].[Na+].[Na+]>CN(C)C=O>[Br:1][C:2]1[N:3]=[N:4][C:5]([N:25]2[CH2:26][CH2:27][N:22]([CH2:21][CH2:20][CH2:19][O:18][C:17]3[CH:16]=[CH:15][C:14]([C:10]4[O:9][CH2:13][CH2:12][N:11]=4)=[CH:29][CH:28]=3)[CH2:23][CH2:24]2)=[CH:6][CH:7]=1 |f:2.3.4|. Procedure details: A mixture of 4.1 parts of 3,6-dibromopyridazine, 4.34 parts of 1-[3-[4-(4,5-dihydro-2-oxazolyl)phenoxy]propyl]piperazine, 6.4 parts of sodium carbonate and 1878 parts of N,N-dimethylformamide was stirred overnight at 65° C. The reaction mixture was poured into ice water and the product was extracted with dichloromethane. The extract was dried, filtered and evaporated. The residue was purified by column chromatography over silica gel using a mixture of trichloromethane and methanol 98.5:1.5 by vo...